This data is from the Open Reaction Database (ORD), a public repository of structured organic reaction records. The task is: describe an organic reaction: reactants, conditions, products, and yield Reported procedure: A 614 mg (2.13 mmol) sample of 2-(1-BOC-2-(R)-pyrrolidinyl)furo[3,2-b]pyridine, from step 3b above, was dissolved in 3 mL of CH2Cl2, and the solution was cooled to 0° C. To this solution was added 3 mL of TFA, and the reaction mixture was stirred at 0° C. for 2 hours. The reaction was quenched with saturated aqueous K2CO3 solution, and the mixture was extracted with CH2Cl2. The organic extract was dried over MgSO4, and the solvent was removed. The residue was purified by chromatography on silica... Yields the product Cl.Cl.N1[C@H](CCC1)C1=CC2=NC=CC=C2O1 (2-(2-(R)-pyrrolidinyl)furo[3,2-b]pyridine dihydrochloride). Run at temperature 0 celsius, time 2 hour. The reactants are C(=O)(OC(C)(C)C)N1[C@H](CCC1)C1=CC2=NC=CC=C2O1 (2-(1-BOC-2-(R)-pyrrolidinyl)furo[3,2-b]pyridine), C(Cl)Cl (CH2Cl2), C(=O)(C(F)(F)F)O (TFA). As a reaction SMILES: C([N:8]1[CH2:12][CH2:11][CH2:10][C@@H:9]1[C:13]1[O:21][C:20]2[C:15](=[N:16][CH:17]=[CH:18][CH:19]=2)[CH:14]=1)(OC(C)(C)C)=O.C(O)(C(F)(F)F)=O.C(Cl)[Cl:30]>>[ClH:30].[ClH:30].[NH:8]1[CH2:12][CH2:11][CH2:10][C@@H:9]1[C:13]1[O:21][C:20]2[C:15](=[N:16][CH:17]=[CH:18][CH:19]=2)[CH:14]=1 |f:3.4.5|.